describe an organic reaction: reactants, conditions, products, and yield From a dataset of the Open Reaction Database (ORD), a public repository of structured organic reaction records. Procedure: A mixture of 3-{[5-(azetidin-1-ylcarbonyl)pyridin-2-yl]oxy}-5-[((1S)-2-{[(1,1-dimethylethyl)(dimethyl)silyl]oxy}-1-methylethyl)oxy]-N-1,3-thiazol-2-ylbenzamide (0.15 g, 0.33 mmol) in methanol (10 mL) and 1M hydrochloric acid (10 mL) was stirred for 90 mins at RT. The volatiles were removed in vacuo and the residue taken to pH6 with saturated aqueous sodium bicarbonate solution then extracted into ethyl acetate (3×30 mL) and the combined organic layers washed with water (30 mL), brine (30 mL), dr... The yield is 43.3%. Run at time 90 minute. Run in CO (methanol), Cl (hydrochloric acid). Reactants: N1(CCC1)C(=O)C=1C=CC(=NC1)OC=1C=C(C(=O)NC=2SC=CN2)C=C(C1)O[C@H](CO[Si](C)(C)C(C)(C)C)C (3-{[5-(azetidin-1-ylcarbonyl)pyridin-2-yl]oxy}-5-[((1S)-2-{[(1,1-dimethylethyl)(dimethyl)silyl]oxy}-1-methylethyl)oxy]-N-1,3-thiazol-2-ylbenzamide). RXN SMILES: [N:1]1([C:5]([C:7]2[CH:8]=[CH:9][C:10]([O:13][C:14]3[CH:15]=[C:16]([CH:25]=[C:26]([O:28][C@@H:29]([CH3:39])[CH2:30][O:31][Si](C(C)(C)C)(C)C)[CH:27]=3)[C:17]([NH:19][C:20]3[S:21][CH:22]=[CH:23][N:24]=3)=[O:18])=[N:11][CH:12]=2)=[O:6])[CH2:4][CH2:3][CH2:2]1>CO.Cl>[N:1]1([C:5]([C:7]2[CH:8]=[CH:9][C:10]([O:13][C:14]3[CH:15]=[C:16]([CH:25]=[C:26]([O:28][C@@H:29]([CH3:39])[CH2:30][OH:31])[CH:27]=3)[C:17]([NH:19][C:20]3[S:21][CH:22]=[CH:23][N:24]=3)=[O:18])=[N:11][CH:12]=2)=[O:6])[CH2:2][CH2:3][CH2:4]1. Yields the product N1(CCC1)C(=O)C=1C=CC(=NC1)OC=1C=C(C(=O)NC=2SC=CN2)C=C(C1)O[C@H](CO)C (3-{[5-(Azetidin-1-ylcarbonyl)pyridin-2-yl]oxy}-5-{[(1S)-2-hydroxy-1-methylethyl]oxy}-N-1,3-thiazol-2-ylbenzamide). The reactants are COc1c(C)c(Br)c(OC)c2ccccc12, [Li]CCCC, CCCCCC, CN(C)C=O, C1CCOC1, O. Product: COc1c(C)c(C=O)c(OC)c2ccccc12. Reaction SMILES: [Br:1][c:2]1[c:3]([O:15][CH3:16])[c:4]2[cH:5][cH:6][cH:7][cH:8][c:9]2[c:10]([O:13][CH3:14])[c:11]1[CH3:12].[CH2:23]([Li:24])[CH2:25][CH2:26][CH3:27].[CH3:17][CH2:18][CH2:19][CH2:20][CH2:21][CH3:22].[CH3:28][N:29]([CH:30]=[O:31])[CH3:32].[O:34]1[CH2:35][CH2:36][CH2:37][CH2:38]1.[OH2:33]>>[c:2]1([CH:30]=[O:31])[c:3]([O:15][CH3:16])[c:4]2[cH:5][cH:6][cH:7][cH:8][c:9]2[c:10]([O:13][CH3:14])[c:11]1[CH3:12].